This data is from the Open Reaction Database (ORD), a public repository of structured organic reaction records. The task is: describe an organic reaction: reactants, conditions, products, and yield Starting materials: ClC1=C(C(=CC=C1)F)OC (2-Chloro-6-fluoro anisole), B(Br)(Br)Br (BBr3). The solvent is C(Cl)Cl (DCM). Conditions: temperature -78 celsius, time 16 hour. The product is ClC1=C(C(=CC=C1)F)O (2-Chloro-6-fluoro phenol). The yield is 100.8%. RXN SMILES: [Cl:1][C:2]1[CH:7]=[CH:6][CH:5]=[C:4]([F:8])[C:3]=1[O:9]C.B(Br)(Br)Br>C(Cl)Cl>[Cl:1][C:2]1[CH:7]=[CH:6][CH:5]=[C:4]([F:8])[C:3]=1[OH:9]. Procedure details: 2-Chloro-6-fluoro anisole (5 g, 31.13 mmol) was dissolved in DCM (300 mL) and cooled to about −78° C. To the solution was added BBr3 (7.35 mL, 77.8 mmol) in one portion. The reaction was warmed to r.t, stirred for about 16 hours and poured over ice to quench remaining BBr3. The material was partitioned between water and DCM (500 mL each). The aqueous layer was back extracted with DCM (200 mL), and the combined organics were dried (NaSO4), filtered and concentrated to give the product (4.60 g) as... Reactants: CCO, Cl, CCOC(=O)c1cc(F)c(N)c(C)c1F, [Na+], [OH-]. Product: Cc1c(N)c(F)cc(C(=O)O)c1F. RXN SMILES: [CH3:19][CH2:20][OH:21].[ClH:18].[NH2:1][c:2]1[c:3]([CH3:15])[c:4]([F:14])[c:5]([C:6](=[O:7])[O:8][CH2:9][CH3:10])[cH:11][c:12]1[F:13].[Na+:17].[OH-:16]>>[NH2:1][c:2]1[c:3]([CH3:15])[c:4]([F:14])[c:5]([C:6](=[O:7])[OH:8])[cH:11][c:12]1[F:13]. Reactants: C(C)OC(=O)C1CCN(CC1)C1=NC=C(C=C1)F (5′-fluoro-3,4,5,6-tetrahydro-2H-[1,2′]bipyridinyl-4-carboxylic acid ethyl ester), O[Li].O (LiOH.H2O). Run in C1CCOC1 (THF), O (H2O), CO (MeOH). Reaction conditions: time 8 hour. The product is FC=1C=CC(=NC1)N1CCC(CC1)C(=O)O (5′-fluoro-3,4,5,6-tetrahydro-2H-[1,2′]bipyridinyl-4-carboxylic acid). Yield: 82.9%. As a reaction SMILES: C([O:3][C:4]([CH:6]1[CH2:11][CH2:10][N:9]([C:12]2[CH:17]=[CH:16][C:15]([F:18])=[CH:14][N:13]=2)[CH2:8][CH2:7]1)=[O:5])C.O[Li].O>C1COCC1.O.CO>[F:18][C:15]1[CH:16]=[CH:17][C:12]([N:9]2[CH2:10][CH2:11][CH:6]([C:4]([OH:5])=[O:3])[CH2:7][CH2:8]2)=[N:13][CH:14]=1 |f:1.2|. Reported procedure: To a stirred solution of 5′-fluoro-3,4,5,6-tetrahydro-2H-[1,2′]bipyridinyl-4-carboxylic acid ethyl ester (12.5 g, 0.0495 mol) in THF (60 mL), H2O (60 mL) and MeOH (6 mL) was added LiOH.H2O (2.6 g, 0.0172 mol). Stirring was continued overnight at RT before the organic solvent were removed under vacuo. The pH of the was adjusted to 5 with acetic acid, and the white precipitate was filtered off and dried to yield 9.2 g (83%) of 5′-fluoro-3,4,5,6-tetrahydro-2H-[1,2′]bipyridinyl-4-carboxylic acid. ES... Starting materials: COC1=C(C=C(C(=C1OC)OC)C)O (2,3,4-trimethoxy-5-methylphenol), OCC=C(CCC=C(CCC=C(CCC=C(CCC=C(C(=O)O)C)C)C)C)C (20-hydroxy-2,6,10,14,18-pentamethyl-2,6,10,14,18-eicosapentaenoic acid). Yields the product C(=O)(O)C(=CCCC(=CCCC(=CCCC(=CCCC(=CCC1=C(C(=C(C(=C1O)OC)OC)OC)C)C)C)C)C)C (6-(19-CARBOXY-3,7,11,15-TETRAMETHYL-2,6,10,14,18-EICOSAPENTAENYL)-2,3,4-TRIMETHOXY-5-METHYLPHENOL). Yield: 59.8%. As a reaction SMILES: [CH3:1][O:2][C:3]1[C:8]([O:9][CH3:10])=[C:7]([O:11][CH3:12])[C:6]([CH3:13])=[CH:5][C:4]=1[OH:14].O[CH2:16][CH:17]=[C:18]([CH3:42])[CH2:19][CH2:20][CH:21]=[C:22]([CH3:41])[CH2:23][CH2:24][CH:25]=[C:26]([CH3:40])[CH2:27][CH2:28][CH:29]=[C:30]([CH3:39])[CH2:31][CH2:32][CH:33]=[C:34]([CH3:38])[C:35]([OH:37])=[O:36]>>[C:35]([C:34]([CH3:38])=[CH:33][CH2:32][CH2:31][C:30]([CH3:39])=[CH:29][CH2:28][CH2:27][C:26]([CH3:40])=[CH:25][CH2:24][CH2:23][C:22]([CH3:41])=[CH:21][CH2:20][CH2:19][C:18]([CH3:42])=[CH:17][CH2:16][C:5]1[C:4]([OH:14])=[C:3]([O:2][CH3:1])[C:8]([O:9][CH3:10])=[C:7]([O:11][CH3:12])[C:6]=1[CH3:13])([OH:37])=[O:36]. Procedure: The procedures of Example 1 were repeated except that 5 g of 2,3,4-trimethoxy-5-methylphenol and 3.2 g of 20-hydroxy-2,6,10,14,18-pentamethyl-2,6,10,14,18-eicosapentaenoic acid were employed as the starting materials to give 2.8 g of the title compound as a colorless oil. Reactants: NC1=C(C(=NO1)CC)Br (5-amino-4-bromo-3-ethylisoxazole), C1(=CC=CC=C1)S(=O)(=O)Cl (benzenesulfonyl chloride). Yields the product BrC=1C(=NOC1NS(=O)(=O)C1=CC=CC=C1)CC (N-(4-Bromo-3-ethyl-5-isoxazolyl)benzenesulfonamide). Isolated yield 70.0%. Reaction SMILES: [NH2:1][C:2]1[O:6][N:5]=[C:4]([CH2:7][CH3:8])[C:3]=1[Br:9].[C:10]1([S:16](Cl)(=[O:18])=[O:17])[CH:15]=[CH:14][CH:13]=[CH:12][CH:11]=1>>[Br:9][C:3]1[C:4]([CH2:7][CH3:8])=[N:5][O:6][C:2]=1[NH:1][S:16]([C:10]1[CH:15]=[CH:14][CH:13]=[CH:12][CH:11]=1)(=[O:18])=[O:17]. Procedure: N-(4-Bromo-3-ethyl-5-isoxazolyl)benzenesulfonamide was prepared from 5-amino-4-bromo-3-ethylisoxazole and benzenesulfonyl chloride according to the procedures described in Example 25b. The crude product was purified by recrystallization from ethyl acetate/hexanes to give off-white crystals, m.p. 90-93° C., yield 70%.